Dataset: the Open Reaction Database (ORD), a public repository of structured organic reaction records. Task: describe an organic reaction: reactants, conditions, products, and yield Reactants: O=S(Cl)Cl, c1ccncc1, OC1(c2ccccn2)CCC2(CC1)OCCO2. Yields the product C1=C(c2ccccn2)CCC2(C1)OCCO2. As a reaction SMILES: [S:18]([Cl:19])([Cl:20])=[O:21].[cH:22]1[cH:23][cH:24][n:25][cH:26][cH:27]1.[n:1]1[c:2]([C:7]2([OH:17])[CH2:8][CH2:9][C:10]3([O:11][CH2:12][CH2:13][O:14]3)[CH2:15][CH2:16]2)[cH:3][cH:4][cH:5][cH:6]1>>[n:1]1[c:2]([C:7]2=[CH:8][CH2:9][C:10]3([O:11][CH2:12][CH2:13][O:14]3)[CH2:15][CH2:16]2)[cH:3][cH:4][cH:5][cH:6]1. Starting materials: [BH4-], COC(C)OCOc1ccc(C#Cc2ccc(C=O)cc2)cc1C12CC3CC(CC(C3)C1)C2, C1CCOC1, CCCCCCC, [Na+], O. Yields the product COC(C)OCOc1ccc(C#Cc2ccc(CO)cc2)cc1C12CC3CC(CC(C3)C1)C2. RXN SMILES: [BH4-:46].[C:1]12([c:11]3[cH:12][c:13]([C:24]#[C:25][c:26]4[cH:27][cH:28][c:29]([CH:30]=[O:31])[cH:32][cH:33]4)[cH:14][cH:15][c:16]3[O:17][CH2:18][O:19][CH:20]([CH3:21])[O:22][CH3:23])[CH2:2][CH:3]3[CH2:4][CH:5]([CH2:6][CH:7]([CH2:8]1)[CH2:9]3)[CH2:10]2.[CH2:34]1[O:35][CH2:36][CH2:37][CH2:38]1.[CH3:39][CH2:40][CH2:41][CH2:42][CH2:43][CH2:44][CH3:45].[Na+:47].[OH2:48]>>[C:1]12([c:11]3[cH:12][c:13]([C:24]#[C:25][c:26]4[cH:27][cH:28][c:29]([CH2:30][OH:31])[cH:32][cH:33]4)[cH:14][cH:15][c:16]3[O:17][CH2:18][O:19][CH:20]([CH3:21])[O:22][CH3:23])[CH2:2][CH:3]3[CH2:4][CH:5]([CH2:6][CH:7]([CH2:8]1)[CH2:9]3)[CH2:10]2.